Dataset: the Open Reaction Database (ORD), a public repository of structured organic reaction records. Task: describe an organic reaction: reactants, conditions, products, and yield Starting materials: CS(=O)(=O)c1ccc2c(c1)CCN2c1cc(OC2CCNCC2)ncn1, CCN(C(C)C)C(C)C, O=C(Cl)OCc1ccccc1, ClCCl, O. Yields the product CS(=O)(=O)c1ccc2c(c1)CCN2c1cc(OC2CCN(C(=O)OCc3ccccc3)CC2)ncn1. As a reaction SMILES: [CH3:24][S:25](=[O:26])(=[O:27])[c:28]1[cH:29][c:30]2[c:34]([cH:35][cH:36]1)[N:33]([c:37]1[n:38][cH:39][n:40][c:41]([O:43][CH:44]3[CH2:45][CH2:46][NH:47][CH2:48][CH2:49]3)[cH:42]1)[CH2:32][CH2:31]2.[CH:1]([N:2]([CH:3]([CH3:4])[CH3:5])[CH2:6][CH3:7])([CH3:8])[CH3:9].[Cl:10][C:11](=[O:12])[O:13][CH2:14][c:15]1[cH:16][cH:17][cH:18][cH:19][cH:20]1.[Cl:21][CH2:22][Cl:23].[OH2:50]>>[C:11](=[O:12])([O:13][CH2:14][c:15]1[cH:16][cH:17][cH:18][cH:19][cH:20]1)[N:47]1[CH2:46][CH2:45][CH:44]([O:43][c:41]2[n:40][cH:39][n:38][c:37]([N:33]3[CH2:32][CH2:31][c:30]4[cH:29][c:28]([S:25]([CH3:24])(=[O:26])=[O:27])[cH:36][cH:35][c:34]43)[cH:42]2)[CH2:49][CH2:48]1. Reactants: C1CN2CCN1CC2, CC(c1ccc(O)cc1Cl)C(O)(c1ccc2c(c1)N(C)C(=O)CO2)C(F)(F)F, COC(=O)c1cnc(Cl)cn1. The product is COC(=O)c1cnc(Oc2ccc(C(C)C(O)(c3ccc4c(c3)N(C)C(=O)CO4)C(F)(F)F)c(Cl)c2)cn1. RXN SMILES: [CH2:40]1[N:41]2[CH2:42][CH2:43][N:44]([CH2:45][CH2:46]2)[CH2:47]1.[Cl:1][c:2]1[c:3]([CH:9]([C:10]([C:11]([F:12])([F:13])[F:14])([OH:15])[c:16]2[cH:17][cH:18][c:19]3[c:20]([cH:27]2)[N:21]([CH3:26])[C:22](=[O:25])[CH2:23][O:24]3)[CH3:28])[cH:4][cH:5][c:6]([OH:8])[cH:7]1.[Cl:29][c:30]1[n:31][cH:32][c:33]([C:36](=[O:37])[O:38][CH3:39])[n:34][cH:35]1>>[Cl:1][c:2]1[c:3]([CH:9]([C:10]([C:11]([F:12])([F:13])[F:14])([OH:15])[c:16]2[cH:17][cH:18][c:19]3[c:20]([cH:27]2)[N:21]([CH3:26])[C:22](=[O:25])[CH2:23][O:24]3)[CH3:28])[cH:4][cH:5][c:6]([O:8][c:30]2[n:31][cH:32][c:33]([C:36](=[O:37])[O:38][CH3:39])[n:34][cH:35]2)[cH:7]1. Starting materials: [Cl-].[NH4+] (ammonium chloride), BrC=1C(NN=CC1N[C@H]1[C@@H]([C@@H]2C([C@H](C1)C2)(C)C)C)=O (4-Bromo-5-{[(1R,2R,3R,5S)-2,6,6-trimethylbicyclo[3.1.1]hept-3-yl]amino}pyridazin-3(2H)-one), C([O-])([O-])=O.[K+].[K+] (potassium carbonate), BrCCN1C(C2=CC=CC=C2C1=O)=O (2-(2-bromoethyl)-1H-isoindole-1,3(2H)-dione). Run in CN(C=O)C (N,N-dimethylformamide). Yields the product BrC1=C(C=NN(C1=O)CCN1C(C2=CC=CC=C2C1=O)=O)N[C@H]1[C@@H]([C@@H]2C([C@H](C1)C2)(C)C)C (2-{2-[5-Bromo-6-oxo-4-{[(1R,2R,3R,5S)-2,6,6-trimethylbicyclo[3.1.1]hept-3-yl]amino}pyridazin-1(6H)-yl]ethyl}-1H-isoindole-1,3(2H)-dione). As a reaction SMILES: [Br:1][C:2]1[C:3](=[O:19])[NH:4][N:5]=[CH:6][C:7]=1[NH:8][C@@H:9]1[CH2:14][C@@H:13]2[CH2:15][C@@H:11]([C:12]2([CH3:17])[CH3:16])[C@H:10]1[CH3:18].C(=O)([O-])[O-].[K+].[K+].Br[CH2:27][CH2:28][N:29]1[C:37](=[O:38])[C:36]2[C:31](=[CH:32][CH:33]=[CH:34][CH:35]=2)[C:30]1=[O:39].[Cl-].[NH4+]>CN(C)C=O>[Br:1][C:2]1[C:3](=[O:19])[N:4]([CH2:27][CH2:28][N:29]2[C:30](=[O:39])[C:31]3[C:36](=[CH:35][CH:34]=[CH:33][CH:32]=3)[C:37]2=[O:38])[N:5]=[CH:6][C:7]=1[NH:8][C@@H:9]1[CH2:14][C@@H:13]2[CH2:15][C@@H:11]([C:12]2([CH3:16])[CH3:17])[C@H:10]1[CH3:18] |f:1.2.3,5.6|. Procedure: 4-Bromo-5-{[(1R,2R,3R,5S)-2,6,6-trimethylbicyclo[3.1.1]hept-3-yl]amino}pyridazin-3(2H)-one (100 mg, 0.306 mmol) and potassium carbonate (51 mg, 0.0369 mmol) in N,N-dimethylformamide (3 mL) were stirred with 2-(2-bromoethyl)-1H-isoindole-1,3(2H)-dione (93 mg, 0.366 mmol) at 80° C. for 7 hours. After completion of the reaction, the reaction solution was mixed with aqueous ammonium chloride and extracted with ethyl acetate. The extract was dried over anhydrous magnesium sulfate and evaporated under...